Dataset: the Open Reaction Database (ORD), a public repository of structured organic reaction records. Task: describe an organic reaction: reactants, conditions, products, and yield Starting materials: CCOC(=O)CCCOc1cccc(C)c1C=O, CCOC(=O)CP(=O)(OCC)OCC, O. The product is CCOC(=O)C=Cc1c(C)cccc1OCCCC(=O)OCC. Reaction SMILES: [CH2:15]([CH3:16])[O:17][C:18]([CH2:19][CH2:20][CH2:21][O:22][c:23]1[c:24]([CH:30]=[O:31])[c:25]([CH3:29])[cH:26][cH:27][cH:28]1)=[O:32].[CH3:1][CH2:2][O:3][C:4](=[O:5])[CH2:6][P:7]([O:8][CH2:9][CH3:10])([O:11][CH2:12][CH3:13])=[O:14].[OH2:33]>>[CH3:1][CH2:2][O:3][C:4](=[O:5])[CH:6]=[CH:30][c:24]1[c:23]([O:22][CH2:21][CH2:20][CH2:19][C:18]([O:17][CH2:15][CH3:16])=[O:32])[cH:28][cH:27][cH:26][c:25]1[CH3:29]. Starting materials: FC=1C=C(C=C(C1)[N+](=O)[O-])C=1C(=CC=CC1)C#N (3′-fluoro-5′-nitrobiphenyl-2-carbonitrile), O.O.[Sn](Cl)Cl (tin(II) chloride dihydrate). Solvent: C(C)O (ethanol), O1CCCC1 (tetrahydrofuran). Reaction conditions: time 4 hour. Yields the product NC=1C=C(C=C(C1)C=1C(=CC=CC1)C#N)F (5′-amino-3′-fluorobiphenyl-2-carbonitrile). The yield is 57.3%. Reaction SMILES: [F:1][C:2]1[CH:3]=[C:4]([C:11]2[C:12]([C:17]#[N:18])=[CH:13][CH:14]=[CH:15][CH:16]=2)[CH:5]=[C:6]([N+:8]([O-])=O)[CH:7]=1.O.O.[Sn](Cl)Cl>C(O)C.O1CCCC1>[NH2:8][C:6]1[CH:7]=[C:2]([F:1])[CH:3]=[C:4]([C:11]2[C:12]([C:17]#[N:18])=[CH:13][CH:14]=[CH:15][CH:16]=2)[CH:5]=1 |f:1.2.3|. Procedure details: A cooled (0° C.) suspension of 3′-fluoro-5′-nitrobiphenyl-2-carbonitrile (8.9 g, 37 mmol) in ethanol (70 mL) and tetrahydrofuran (70 mL) was treated with tin(II) chloride dihydrate (29 g, 129 mmol) and the mixture was stirred at ambient temperature for 4 h. The solvent was removed in vacuo and the residue treated with ice-cold 2 N sodium hydroxide (400 mL). The resulting slurry was stirred for 30 min then extracted with dichloromethane (2×400 mL). The organics were combined, washed with water an... Starting materials: ClC1=CC=C(CN2C(N(C3=C(C2=O)C(=C(S3)C)C)CC(=O)OCC)=O)C=C1 (3-(4-chlorobenzyl)-1-ethoxycarbonylmethyl-5,6-dimethylthieno[2,3-d]pyrimidin-2,4(1H, 3H)-dione), [OH-].[Na+] (sodium hydroxide). Solvent: O (water), CO (methanol). Yields the product C(=O)(O)CN1C(N(C(C2=C1SC(=C2C)C)=O)CC2=CC=C(C=C2)Cl)=O (1-carboxymethyl-3-(4-chlorobenzyl)-5,6-dimethylthieno[2,3-d]pyrimidin-2,4(1H, 3H)-dione). Yield: 61.0%. Reaction SMILES: [Cl:1][C:2]1[CH:27]=[CH:26][C:5]([CH2:6][N:7]2[C:12](=[O:13])[C:11]3[C:14]([CH3:18])=[C:15]([CH3:17])[S:16][C:10]=3[N:9]([CH2:19][C:20]([O:22]CC)=[O:21])[C:8]2=[O:25])=[CH:4][CH:3]=1.[OH-].[Na+]>CO.O>[C:20]([CH2:19][N:9]1[C:10]2[S:16][C:15]([CH3:17])=[C:14]([CH3:18])[C:11]=2[C:12](=[O:13])[N:7]([CH2:6][C:5]2[CH:4]=[CH:3][C:2]([Cl:1])=[CH:27][CH:26]=2)[C:8]1=[O:25])([OH:22])=[O:21] |f:1.2|. Procedure: A 0.7 g quantity of 3-(4-chlorobenzyl)-1-ethoxycarbonylmethyl-5,6-dimethylthieno[2,3-d]pyrimidin-2,4(1H, 3H)-dione (Compound IV-1) prepared in Reference Example 5 was dissolved in 30 ml of methanol. To the solution was added 0.3 g of sodium hydroxide dissolved in 2 ml of water. The mixture was allowed to react at 60° C. for 30 minutes, and then the reaction mixture was concentrated. Diluted hydrochloric acid was added thereto with ice-cooling to acidify the resulting solution. The solution was f... The reactants are CCOC(=O)CBr, CC(C)=O, CCOC(=O)Cc1ccccn1. Product: [Br-], CCOC(=O)Cc1cccc[n+]1CC(=O)OCC. RXN SMILES: [Br:13][CH2:14][C:15](=[O:16])[O:17][CH2:18][CH3:19].[CH3:20][C:21](=[O:22])[CH3:23].[n:1]1[c:2]([CH2:7][C:8](=[O:9])[O:10][CH2:11][CH3:12])[cH:3][cH:4][cH:5][cH:6]1>>[Br-:13].[n+:1]1([CH2:14][C:15](=[O:16])[O:17][CH2:18][CH3:19])[c:2]([CH2:7][C:8](=[O:9])[O:10][CH2:11][CH3:12])[cH:3][cH:4][cH:5][cH:6]1. Reactants: FC1=CC=C(C=C1)C(=O)C1CC1 (cyclopropyl 4-fluorophenyl ketone), [BH4-].[Na+] (sodium borohydride). The product is C1(CC1)C(O)C1=CC=C(C=C1)F (cyclopropyl-4-fluorophenylcarbinol). As a reaction SMILES: [F:1][C:2]1[CH:7]=[CH:6][C:5]([C:8]([CH:10]2[CH2:12][CH2:11]2)=[O:9])=[CH:4][CH:3]=1.[BH4-].[Na+]>>[CH:10]1([CH:8]([C:5]2[CH:4]=[CH:3][C:2]([F:1])=[CH:7][CH:6]=2)[OH:9])[CH2:11][CH2:12]1 |f:1.2|. Reported procedure: Reduction of cyclopropyl 4-fluorophenyl ketone by reaction with sodium borohydride gave cyclopropyl-4-fluorophenylcarbinol. Reaction of the cyclopropyl carbinol with hydrogen chloride in acetic acid effected opening of the cyclopropyl ring, chlorination and dehydration to afford 1-chloro-4-(4-fluorophenyl)-3-butene. The chlorobutene was reacted with dimethylamine in ethanol at 100° C. for forty-eight hours to provide N,N-dimethyl-4-(4-fluorophenyl)-3-butenylamine. A solution of 54.4 g. of the bu... Product: CSc1cccc(NC(=O)c2ccc(C)c(F)c2)c1. The reagents and catalysts are CN(C)C(=[N+](C)C)F.F[P-](F)(F)(F)(F)F (TFFH), CCN(C(C)C)C(C)C (DIPEA). The reactants are Cc1ccc(C(=O)O)cc1F, CSc1cccc(N)c1. As a reaction SMILES: CSc1cccc(N)c1.Cc1ccc(C(=O)O)cc1F.CN(C)C(=[N+](C)C)F.F[P-](F)(F)(F)(F)F.CCN(C(C)C)C(C)C.CN(C)C=O>>CSc1cccc(NC(=O)c2ccc(C)c(F)c2)c1. Isolated yield 2.8%. The solvent is CN(C)C=O (DMF), CN(C)C=O (DMF), CN(C)C=O (DMF), CN(C)C=O (DMF), CN(C)C=O (DMF), CN(C)C=O (DMF). Conditions: temperature 25 celsius, time 2 hour. The reactants are BrC=1C=2N(C=CC1)N=C(N2)NC2=CC=C(C=C2)OC ((8-bromo-[1,2,4]triazolo[1,5-a]pyridin-2-yl)-(4-methoxy-phenyl)-amine), C(C)(C)(C)OC(=O)N1CCC(=CC1)B1OC(C(O1)(C)C)(C)C (4-(4,4,5,5-tetramethyl-[1,3,2]dioxaborolan-2-yl)-3,6-dihydro-2H-pyridine-1-carboxylic acid tert-butyl ester). Reagents/catalysts: C1=CC=C(C=C1)P([C-]2C=CC=C2)C3=CC=CC=C3.C1=CC=C(C=C1)P([C-]2C=CC=C2)C3=CC=CC=C3.Cl[Pd]Cl.[Fe+2] (Pd(dppf)Cl2). The product is C(C)(C)(C)OC(=O)N1CCC(=CC1)C=1C=2N(C=CC1)N=C(N2)NC2=CC=C(C=C2)OC (4-[2-(4-Methoxy-phenylamino)-[1,2,4]triazolo[1,5-a]pyridin-8-yl]-3,6-dihydro-2H-pyridine-1-carboxylic acid tert-butyl ester). RXN SMILES: Br[C:2]1[C:3]2[N:4]([N:8]=[C:9]([NH:11][C:12]3[CH:17]=[CH:16][C:15]([O:18][CH3:19])=[CH:14][CH:13]=3)[N:10]=2)[CH:5]=[CH:6][CH:7]=1.[C:20]([O:24][C:25]([N:27]1[CH2:32][CH:31]=[C:30](B2OC(C)(C)C(C)(C)O2)[CH2:29][CH2:28]1)=[O:26])([CH3:23])([CH3:22])[CH3:21]>C1C=CC(P(C2C=CC=CC=2)[C-]2C=CC=C2)=CC=1.C1C=CC(P(C2C=CC=CC=2)[C-]2C=CC=C2)=CC=1.Cl[Pd]Cl.[Fe+2]>[C:20]([O:24][C:25]([N:27]1[CH2:28][CH:29]=[C:30]([C:2]2[C:3]3[N:4]([N:8]=[C:9]([NH:11][C:12]4[CH:17]=[CH:16][C:15]([O:18][CH3:19])=[CH:14][CH:13]=4)[N:10]=3)[CH:5]=[CH:6][CH:7]=2)[CH2:31][CH2:32]1)=[O:26])([CH3:23])([CH3:21])[CH3:22] |f:2.3.4.5|. Procedure details: 4-[2-(4-Methoxy-phenylamino)-[1,2,4]triazolo[1,5-a]pyridin-8-yl]-3,6-dihydro-2H-pyridine-1-carboxylic acid tert-butyl ester was prepared from (8-bromo-[1,2,4]triazolo[1,5-a]pyridin-2-yl)-(4-methoxy-phenyl)-amine (150.0 mg, 0.4700 mmol) and 4-(4,4,5,5-tetramethyl-[1,3,2]dioxaborolan-2-yl)-3,6-dihydro-2H-pyridine-1-carboxylic acid tert-butyl ester (160.0 mg, 0.5174 mmol) with Pd(dppf)Cl2 (0.035 g) as the catalyst in a manner analogous to Step 19e. The reaction product was isolated as a clear visco...